From a dataset of the Open Reaction Database (ORD), a public repository of structured organic reaction records. describe an organic reaction: reactants, conditions, products, and yield The product is CCNC(=O)Nc1ccc(-c2nc3c(c(N4CCOCC4)n2)CCN(C2COC2)C3C)cc1. Reaction SMILES: [C:45]([O:46][BH-:47]([O:48][C:49](=[O:50])[CH3:51])[O:52][C:53](=[O:54])[CH3:55])(=[O:56])[CH3:57].[CH2:7]([CH3:8])[NH:9][C:10](=[O:11])[NH:12][c:13]1[cH:14][cH:15][c:16](-[c:19]2[n:20][c:21]([N:30]3[CH2:31][CH2:32][O:33][CH2:34][CH2:35]3)[c:22]3[c:23]([n:24]2)[CH:25]([CH3:29])[NH:26][CH2:27][CH2:28]3)[cH:17][cH:18]1.[CH:36]([N:37]([CH2:38][CH3:39])[CH:40]([CH3:41])[CH3:42])([CH3:43])[CH3:44].[Cl:59][CH2:60][CH2:61][Cl:62].[ClH:6].[Na+:58].[O:1]1[CH2:2][C:3](=[O:5])[CH2:4]1>>[O:1]1[CH2:2][CH:3]([N:26]2[CH:25]([CH3:29])[c:23]3[c:22]([c:21]([N:30]4[CH2:31][CH2:32][O:33][CH2:34][CH2:35]4)[n:20][c:19](-[c:16]4[cH:15][cH:14][c:13]([NH:12][C:10]([NH:9][CH2:7][CH3:8])=[O:11])[cH:18][cH:17]4)[n:24]3)[CH2:28][CH2:27]2)[CH2:4]1. The reactants are CC(=O)O[BH-](OC(C)=O)OC(C)=O, CCNC(=O)Nc1ccc(-c2nc3c(c(N4CCOCC4)n2)CCNC3C)cc1, CCN(C(C)C)C(C)C, ClCCCl, Cl, [Na+], O=C1COC1.